From a dataset of the Open Reaction Database (ORD), a public repository of structured organic reaction records. describe an organic reaction: reactants, conditions, products, and yield Starting materials: CC(C)(C)OC(=O)N1CCCC1C(=O)OCC(=O)c1ccccc1, CCOC(C)=O, Cl. Yields the product O=C(COC(=O)C1CCCN1)c1ccccc1. RXN SMILES: [CH2:1]([C:2](=[O:3])[c:4]1[cH:5][cH:6][cH:7][cH:8][cH:9]1)[O:10][C:11]([CH:12]1[N:13]([C:17]([O:18][C:19]([CH3:20])([CH3:21])[CH3:22])=[O:23])[CH2:14][CH2:15][CH2:16]1)=[O:24].[CH3:26][CH2:27][O:28][C:29]([CH3:30])=[O:31].[ClH:25]>>[CH2:1]([C:2](=[O:3])[c:4]1[cH:5][cH:6][cH:7][cH:8][cH:9]1)[O:10][C:11]([CH:12]1[NH:13][CH2:14][CH2:15][CH2:16]1)=[O:24]. Starting materials: CC(C)(C)OC(=O)Nc1ccc(O)c(C(=O)O)c1, O=C([O-])[O-], CC(=O)Cl, [K+], [K+], CN(C)C=O. Yields the product CC(=O)Oc1ccc(NC(=O)OC(C)(C)C)cc1C(=O)O. As a reaction SMILES: [C:1]([CH3:2])([CH3:3])([CH3:4])[O:5][C:6](=[O:7])[NH:8][c:9]1[cH:10][cH:11][c:12]([OH:18])[c:13]([C:14](=[O:15])[OH:16])[cH:17]1.[C:23](=[O:24])([O-:25])[O-:26].[CH3:19][C:20]([Cl:21])=[O:22].[K+:27].[K+:28].[O:29]=[CH:30][N:31]([CH3:32])[CH3:33]>>[C:1]([CH3:2])([CH3:3])([CH3:4])[O:5][C:6](=[O:7])[NH:8][c:9]1[cH:10][cH:11][c:12]([O:18][C:20]([CH3:19])=[O:22])[c:13]([C:14](=[O:15])[OH:16])[cH:17]1. Starting materials: C(CCC)/N=C/C1=C(C=CC=C1CC)Cl (butyl-[1-(2-chloro-6-ethyl-phenyl)-meth-(E)-ylidene]-amine), S(O)(O)(=O)=O (sulphuric acid). Run in C(C)(=O)OCC (ethyl acetate), O (water). Product: ClC1=C(C=O)C(=CC=C1)CC (2-Chloro-6-ethyl-benzaldehyde). Yield: 77.0%. Reaction SMILES: C(/N=[CH:6]/[C:7]1[C:12]([CH2:13][CH3:14])=[CH:11][CH:10]=[CH:9][C:8]=1[Cl:15])CCC.S(=O)(=O)(O)[OH:17]>O.C(OCC)(=O)C>[Cl:15][C:8]1[CH:9]=[CH:10][CH:11]=[C:12]([CH2:13][CH3:14])[C:7]=1[CH:6]=[O:17]. Procedure details: To a solution of 19.7 g (88.1 mmol) butyl-[1-(2-chloro-6-ethyl-phenyl)-meth-(E)-ylidene]-amine in 70 ml water at 0° C. was added dropwise 18.9 ml concentrated sulphuric acid. The mixture was then heated at reflux for 90 min before being cooled to room temperature and diluted with ethyl acetate. The mixture was then washed sequentially with water, saturated aqueous sodium bicarbonate solution, and saturated brine. The organic phase was dried over Na2SO4, filtered and concentrated in vacuo. The re... Reactants: CC1=C(N=C(S1)C1=CC=CC=C1)COC1=NOC(=C1)CO ([3-(5-methyl-2-phenyl-4-thiazolylmethoxy)-5-isoxazolyl]methanol), ClC1=NC=CC=C1C#N (2-chloro-3-cyanopyridine), CN(C=O)C (N,N-dimethylformamide), [H-].[Na+] (sodium hydride). The solvent is O (Water). Reaction conditions: time 5 hour. The product is CC1=C(N=C(S1)C1=CC=CC=C1)COC1=NOC(=C1)COC1=C(C#N)C=CC=N1 (2-[[3-[(5-methyl-2-phenyl-4-thiazolyl)methoxy]-5-isoxazolyl]methoxy]nicotinonitrile). Isolated yield 86.4%. RXN SMILES: [CH3:1][C:2]1[S:6][C:5]([C:7]2[CH:12]=[CH:11][CH:10]=[CH:9][CH:8]=2)=[N:4][C:3]=1[CH2:13][O:14][C:15]1[CH:19]=[C:18]([CH2:20][OH:21])[O:17][N:16]=1.Cl[C:23]1[C:28]([C:29]#[N:30])=[CH:27][CH:26]=[CH:25][N:24]=1.CN(C)C=O.[H-].[Na+]>O>[CH3:1][C:2]1[S:6][C:5]([C:7]2[CH:8]=[CH:9][CH:10]=[CH:11][CH:12]=2)=[N:4][C:3]=1[CH2:13][O:14][C:15]1[CH:19]=[C:18]([CH2:20][O:21][C:23]2[N:24]=[CH:25][CH:26]=[CH:27][C:28]=2[C:29]#[N:30])[O:17][N:16]=1 |f:3.4|. Procedure details: To a mixture of [3-(5-methyl-2-phenyl-4-thiazolylmethoxy)-5-isoxazolyl]methanol (1.80 g), 2-chloro-3-cyanopyridine (0.83 g) and N,N-dimethylformamide (80 mL) was added sodium hydride (60%, oil, 0.26 g) under ice-cooling. The reaction mixture was stirred at room temperature for 5 hrs. Water was added to the reaction mixture and the mixture was extracted with ethyl acetate. The organic layer was washed with saturated brine, dried over anhydrous magnesium sulfate, and concentrated. The obtained res... The reactants are CO, COc1ccccc(Oc2ccccc2)c1=O, N. Product: Nc1ccccc(Oc2ccccc2)c1=O. Reaction SMILES: [CH3:19][OH:20].[CH3:1][O:2][c:3]1[c:4](=[O:17])[c:5]([O:10][c:11]2[cH:12][cH:13][cH:14][cH:15][cH:16]2)[cH:6][cH:7][cH:8][cH:9]1.[NH3:18]>>[c:3]1([NH2:18])[c:4](=[O:17])[c:5]([O:10][c:11]2[cH:12][cH:13][cH:14][cH:15][cH:16]2)[cH:6][cH:7][cH:8][cH:9]1. The reactants are [N+](=O)([O-])C=1C=NC(=NC1)N1CC(C1)O (1-(5-nitropyrimidin-2-yl)azetidin-3-ol). The reagents and catalysts are [Pd] (Pd on activated carbon). Solvent: CCO (EtOH). Reaction conditions: time 18 hour. Product: NC=1C=NC(=NC1)N1CC(C1)O (1-(5-aminopyrimidin-2-yl)azetidin-3-ol). Isolated yield 94.8%. As a reaction SMILES: [N+:1]([C:4]1[CH:5]=[N:6][C:7]([N:10]2[CH2:13][CH:12]([OH:14])[CH2:11]2)=[N:8][CH:9]=1)([O-])=O>[Pd].CCO>[NH2:1][C:4]1[CH:5]=[N:6][C:7]([N:10]2[CH2:11][CH:12]([OH:14])[CH2:13]2)=[N:8][CH:9]=1. Procedure: Compound (i) (130 mg, 0.66 mmol), 10% Pd on activated carbon (10 mg) and EtOH (5 mL) were combined and stirred under molecular hydrogen for 18 hrs at it. The reaction mixture was filtered to remove Pd/C residues and concentrated in vacuo to give crude (ii) as a yellow oil (104 mg). 1H NMR (400 MHz, Acetone) δ 7.83 (s, 2H), 4.68 (s, 1H), 4.24 (dd, J=9.8, 6.2 Hz, 2H), 3.83 (dd, J=10.1, 4.3 Hz, 2H).